From a dataset of the Open Reaction Database (ORD), a public repository of structured organic reaction records. describe an organic reaction: reactants, conditions, products, and yield The reactants are 1,1′-azobis(cyanocyclohexane) VAZO, CC(C)NC(=O)C=C (NIPAM), C(C=C)(=O)ON1C(CCC1=O)=O (N-acryloxysuccinimide), C1CCOC1 (THF). Solvent: C1(=CC=CC=C1)C (toluene). Conditions: temperature 50 celsius. Product: CC(C)NC(=O)C=C.C(C=C)(=O)ON1C(CCC1=O)=O (NIPAM NAS). RXN SMILES: [CH3:1][CH:2]([NH:4][C:5]([CH:7]=[CH2:8])=[O:6])[CH3:3].[C:9]([O:13][N:14]1[C:18](=[O:19])[CH2:17][CH2:16][C:15]1=[O:20])(=[O:12])[CH:10]=[CH2:11].C1COCC1>C1(C)C=CC=CC=1>[CH3:1][CH:2]([NH:4][C:5]([CH:7]=[CH2:8])=[O:6])[CH3:3].[C:9]([O:13][N:14]1[C:15](=[O:20])[CH2:16][CH2:17][C:18]1=[O:19])(=[O:12])[CH:10]=[CH2:11] |f:4.5|. Procedure: To NIPAM (10.06 g, 88.9 mmol) and N-acryloxysuccinimide (NAS) (380 mg, 2.2 mmol) under nitrogen was added inhibitor free THF (25 ml) and toluene (25 ml). Nitrogen was bubbled through the solution for 5 minutes. The stirred reaction mixture was heated at 50° C. and free radical initiator 1,1′-azobis(cyanocyclohexane) VAZO® 88 was added (30 mg, 0.12 mmol, 0.3% by wt). The reaction was heated to 71-73° C. over 15 minutes. The reaction was further heated at this temperature for 18 hours. After this ... The reactants are COC1=C(CBr)C=C(C=C1)[N+](=O)[O-] (2-methoxy-5-nitrobenzyl bromide), [C-]#N.[Na+] (sodium cyanide), O (water). The solvent is CS(=O)C (dimethylsulfoxide). Reaction conditions: time 10 minute. Product: COC1=C(C=C(C=C1)[N+](=O)[O-])CC#N (2-methoxy-5-nitrophenylacetonitrile). As a reaction SMILES: [CH3:1][O:2][C:3]1[CH:10]=[CH:9][C:8]([N+:11]([O-:13])=[O:12])=[CH:7][C:4]=1[CH2:5]Br.[C-:14]#[N:15].[Na+].O>CS(C)=O>[CH3:1][O:2][C:3]1[CH:10]=[CH:9][C:8]([N+:11]([O-:13])=[O:12])=[CH:7][C:4]=1[CH2:5][C:14]#[N:15] |f:1.2|. Procedure details: To a solution of 2-methoxy-5-nitrobenzyl bromide (984 mg) in dimethylsulfoxide (5 mL) was added sodium cyanide (216 mg) and the mixture was stirred at 80 degrees for 10 minutes. To the reaction mixture was added water and the mixture was extracted with ethyl acetate. The organic layer was washed with water and a saturated aqueous solution of sodium chloride, successively, dried over anhydrous sodium sulfate, and concentrated to give the title compound having the following physical data. The obta... Reactants: BrC1=NC=C(C(=C1)NC(C)C)[N+](=O)[O-] (2-bromo-N-isopropyl-5-nitropyridin-4-amine), BrC1=NC=C(C(=C1)NC(C)C)[N+](=O)[O-] (2-bromo-N-isopropyl-5-nitropyridin-4-amine). The reagents and catalysts are [Fe] (iron). Solvent: O (H2O), CC(=O)O (HOAc), CC(=O)O (HOAc). Conditions: time 6 hour. Yields the product BrC1=CC(=C(C=N1)N)NC(C)C (6-bromo-N4-isopropylpyridine-3,4-diamine). RXN SMILES: [Br:1][C:2]1[CH:7]=[C:6]([NH:8][CH:9]([CH3:11])[CH3:10])[C:5]([N+:12]([O-])=O)=[CH:4][N:3]=1>CC(O)=O.O.[Fe]>[Br:1][C:2]1[N:3]=[CH:4][C:5]([NH2:12])=[C:6]([NH:8][CH:9]([CH3:11])[CH3:10])[CH:7]=1. Procedure details: A solution of 2-bromo-N-isopropyl-5-nitropyridin-4-amine (intermediate 258, 4.5 g, 16.61 mmol) in HOAc (59 ml) was added dropwise to a mixture of iron powder (3.75 g, 66.4 mmol) in HOAc (59 ml) at 70° C. After stirring vigorously for 6 h, the reaction mixture was diluted with H2O and extracted with DCM (3×). The combined organic layers were dried over Na2SO4 and evaporated. The crude material was applied to a 80 g RediSep® silica column and purified by normal phase chromatography, eluting with a... Reactants: [Cl-], Cl, Nc1cccc(F)c1F, O=N[O-], NC(N)=O, [Na+], O, O, O. Yields the product NNc1cccc(F)c1F. As a reaction SMILES: [Cl-:20].[ClH:22].[F:1][c:2]1[c:3]([NH2:4])[cH:5][cH:6][cH:7][c:8]1[F:9].[N:10]([O-:11])=[O:12].[NH2:14][C:15](=[O:16])[NH2:17].[Na+:13].[OH2:18].[OH2:19].[OH2:21]>>[F:1][c:2]1[c:3]([NH:4][NH2:10])[cH:5][cH:6][cH:7][c:8]1[F:9].